From a dataset of the Open Reaction Database (ORD), a public repository of structured organic reaction records. describe an organic reaction: reactants, conditions, products, and yield Starting materials: CC(=CCBr)CCC(C)=C(C)C, Oc1ccc2c(c1)OCO2, CC(C)=O, [Ca+2], O=C([O-])[O-]. Yields the product CC(=CCOc1ccc2c(c1)OCO2)CCC(C)=C(C)C. As a reaction SMILES: [Br:1][CH2:2][CH:3]=[C:4]([CH2:5][CH2:6][C:7](=[C:8]([CH3:9])[CH3:10])[CH3:11])[CH3:12].[CH2:13]1[O:14][c:15]2[cH:16][c:17]([OH:22])[cH:18][cH:19][c:20]2[O:21]1.[CH3:28][C:29](=[O:30])[CH3:31].[Ca+2:23].[O-:24][C:25](=[O:26])[O-:27]>>[CH2:2]([CH:3]=[C:4]([CH2:5][CH2:6][C:7](=[C:8]([CH3:9])[CH3:10])[CH3:11])[CH3:12])[O:22][c:17]1[cH:16][c:15]2[c:20]([cH:19][cH:18]1)[O:21][CH2:13][O:14]2. Reactants: BrC=1C=C(C=CC1)C(C(C)(C)O)S(=O)(=O)N (1-(3-bromophenyl)-2-hydroxy-2-methylpropane-1-sulfonamide), COC(OC)(OC)OC (tetramethoxymethane). Run in C(C)(=O)O (acetic acid). Reaction conditions: temperature 100 celsius, time 3 hour. The product is BrC=1C=C(C=CC1)C1S(N=C(OC1(C)C)OC)(=O)=O (5-(3-Bromophenyl)-2-methoxy-6,6-dimethyl-5,6-dihydro-1,4,3-oxathiazine 4,4-dioxide). As a reaction SMILES: [Br:1][C:2]1[CH:3]=[C:4]([CH:8]([S:13]([NH2:16])(=[O:15])=[O:14])[C:9]([OH:12])([CH3:11])[CH3:10])[CH:5]=[CH:6][CH:7]=1.[CH3:17][O:18][C:19](OC)(OC)OC>C(O)(=O)C>[Br:1][C:2]1[CH:3]=[C:4]([CH:8]2[C:9]([CH3:10])([CH3:11])[O:12][C:17]([O:18][CH3:19])=[N:16][S:13]2(=[O:14])=[O:15])[CH:5]=[CH:6][CH:7]=1. Procedure: A mixture of 500 mg of 1-(3-bromophenyl)-2-hydroxy-2-methylpropane-1-sulfonamide in 2 ml of tetramethoxymethane and 0.5 ml of acetic acid was stirred at 100° C. for 3 hours. After the removal of the solvent under reduced pressure, the residue (565 mg) was used in the next reaction without further purification. The reactants are C1CCOC1, O=C(O)c1ccc2c(c1)nc(COc1ccccc1)n2Cc1ccc(OC(F)(F)F)cc1, NNc1ccccn1. Yields the product O=C(NNc1ccccn1)c1ccc2c(c1)nc(COc1ccccc1)n2Cc1ccc(OC(F)(F)F)cc1. RXN SMILES: [CH2:41]1[O:42][CH2:43][CH2:44][CH2:45]1.[O:1]([c:2]1[cH:3][cH:4][cH:5][cH:6][cH:7]1)[CH2:8][c:9]1[n:10][c:11]2[c:12]([n:13]1[CH2:14][c:15]1[cH:16][cH:17][c:18]([O:21][C:22]([F:23])([F:24])[F:25])[cH:19][cH:20]1)[cH:26][cH:27][c:28]([C:30](=[O:31])[OH:32])[cH:29]2.[n:33]1[c:34]([NH:39][NH2:40])[cH:35][cH:36][cH:37][cH:38]1>>[O:1]([c:2]1[cH:3][cH:4][cH:5][cH:6][cH:7]1)[CH2:8][c:9]1[n:10][c:11]2[c:12]([n:13]1[CH2:14][c:15]1[cH:16][cH:17][c:18]([O:21][C:22]([F:23])([F:24])[F:25])[cH:19][cH:20]1)[cH:26][cH:27][c:28]([C:30](=[O:31])[NH:40][NH:39][c:34]1[n:33][cH:38][cH:37][cH:36][cH:35]1)[cH:29]2.